Dataset: the Open Reaction Database (ORD), a public repository of structured organic reaction records. Task: describe an organic reaction: reactants, conditions, products, and yield The reactants are C(C)(C)(C)OC(=O)N1C(OC[C@@H]1C#CC1=NC(=CC=C1)C(F)(F)F)(C)C ((S)-2,2-dimethyl-4-(6-trifluoromethyl-pyridin-2-ylethynyl)-oxazolidine-3-carboxylic acid tert-butyl ester), C(=O)[O-].[NH4+] (ammonium formate). The reagents and catalysts are [Pd] (palladium on charcoal). Run in CO (methanol). Yields the product C(C)(C)(C)OC(=O)N1C(OC[C@@H]1CCC1=NC(=CC=C1)C(F)(F)F)(C)C ((S)-2,2-Dimethyl-4-[2-(6-trifluoromethyl-pyridin-2-yl)-ethyl]-oxazolidine-3-carboxylic acid tert-butyl ester). Reaction SMILES: [C:1]([O:5][C:6]([N:8]1[C@@H:12]([C:13]#[C:14][C:15]2[CH:20]=[CH:19][CH:18]=[C:17]([C:21]([F:24])([F:23])[F:22])[N:16]=2)[CH2:11][O:10][C:9]1([CH3:26])[CH3:25])=[O:7])([CH3:4])([CH3:3])[CH3:2].C([O-])=O.[NH4+]>CO.[Pd]>[C:1]([O:5][C:6]([N:8]1[C@@H:12]([CH2:13][CH2:14][C:15]2[CH:20]=[CH:19][CH:18]=[C:17]([C:21]([F:22])([F:23])[F:24])[N:16]=2)[CH2:11][O:10][C:9]1([CH3:26])[CH3:25])=[O:7])([CH3:4])([CH3:2])[CH3:3] |f:1.2|. Procedure: To a solution of (S)-2,2-dimethyl-4-(6-trifluoromethyl-pyridin-2-ylethynyl)-oxazolidine-3-carboxylic acid tert-butyl ester (0.58 g, 1.56 mmol) in methanol (8 ml) were added ammonium formate (0.983 g, 15.6 mmol) and palladium on charcoal (10% Pd, 0.58 g). The mixture was refluxed for 1 hour. After cooling the solid was filtered off, the filtrate was evaporated and the residue was purified by column chromatography (SiO2, heptane/EtOAc=7:3 to yield a light colourless liquid, (0.538 g, 92%); MS (ISP...